This data is from the Open Reaction Database (ORD), a public repository of structured organic reaction records. The task is: describe an organic reaction: reactants, conditions, products, and yield Starting materials: Cl.Cl.NC[C@@]1(CN2CCC1CC2)O ((S)-3-(aminomethyl)quinuclidin-3-ol dihydrochloride), CC=1N=CN(C1)C1=CC(=NC=N1)N=C(SC)SC (dimethyl 6-(4-methyl-1H-imidazol-1-yl)pyrimidin-4-ylcarbonimidodithioate), C([O-])([O-])=O.[Cs+].[Cs+] (cesium carbonate). Solvent: C(Cl)(Cl)Cl (CHCl3), CN(C)C=O (DMF). Yields the product CO.[NH4+].[OH-] (MeOH NH4OH), CC=1N=CN(C1)C1=CC(=NC=N1)NC=1O[C@]2(CN3CCC2CC3)CN1 ((R)—N-(6-(4-methyl-1H-imidazol-1-yl)pyrimidin-4-yl)-4H-1′-azaspiro[oxazole-5,3′-bicyclo[2.2.2]octan]-2-amine). The yield is 154.5%. Reaction SMILES: Cl.Cl.[NH2:3][CH2:4][C@@:5]1([OH:13])[CH:10]2[CH2:11][CH2:12][N:7]([CH2:8][CH2:9]2)[CH2:6]1.[CH3:14][C:15]1[N:16]=[CH:17][N:18]([C:20]2[N:25]=[CH:24][N:23]=[C:22]([N:26]=[C:27](SC)SC)[CH:21]=2)[CH:19]=1.C(=O)([O-])[O-:33].[Cs+].[Cs+]>CN(C=O)C.C(Cl)(Cl)Cl>[CH3:5][OH:13].[NH4+:3].[OH-:33].[CH3:14][C:15]1[N:16]=[CH:17][N:18]([C:20]2[N:25]=[CH:24][N:23]=[C:22]([NH:26][C:27]3[O:13][C@:5]4([CH2:4][N:3]=3)[CH:10]3[CH2:9][CH2:8][N:7]([CH2:12][CH2:11]3)[CH2:6]4)[CH:21]=2)[CH:19]=1 |f:0.1.2,4.5.6,9.10.11|. Procedure details: A suspension of (S)-3-(aminomethyl)quinuclidin-3-ol dihydrochloride (412 mg, 1.80 mmol), dimethyl 6-(4-methyl-1H-imidazol-1-yl)pyrimidin-4-ylcarbonimidodithioate (419 mg, 1.5 mmol), and cesium carbonate (1.22 g, 3.75 mmol) was stirred in DMF (3.8 mL) at 75° C. for 2 h. The reaction was concentrated and purified by flash chromatography on a 40 g silica gel cartridge with a pre-run of 1% [95:5 MeOH/NH4OH] in EtOAc, then 1 to 2% [95:5 MeOH/NH4OH] in CHCl3 to yield (R)—N-(6-(4-methyl-1H-imidazol-1-y... Reactants: Fc1ccccc1-c1ccc2c(Cl)ccnc2n1, CC1(C)OB(c2ccc(F)c(-c3ccccc3C#N)c2)OC1(C)C. Product: N#Cc1ccccc1-c1cc(-c2ccnc3nc(-c4ccccc4F)ccc23)ccc1F. As a reaction SMILES: [Cl:1][c:2]1[c:3]2[cH:4][cH:5][c:6](-[c:12]3[c:13]([F:18])[cH:14][cH:15][cH:16][cH:17]3)[n:7][c:8]2[n:9][cH:10][cH:11]1.[F:19][c:20]1[c:21](-[c:35]2[c:36]([C:41]#[N:42])[cH:37][cH:38][cH:39][cH:40]2)[cH:22][c:23]([B:26]2[O:27][C:28]([CH3:29])([CH3:30])[C:31]([CH3:32])([CH3:33])[O:34]2)[cH:24][cH:25]1>>[c:2]1(-[c:23]2[cH:22][c:21](-[c:35]3[c:36]([C:41]#[N:42])[cH:37][cH:38][cH:39][cH:40]3)[c:20]([F:19])[cH:25][cH:24]2)[c:3]2[cH:4][cH:5][c:6](-[c:12]3[c:13]([F:18])[cH:14][cH:15][cH:16][cH:17]3)[n:7][c:8]2[n:9][cH:10][cH:11]1.